From a dataset of the Open Reaction Database (ORD), a public repository of structured organic reaction records. describe an organic reaction: reactants, conditions, products, and yield Starting materials: CCO, Cl, Cn1c(=O)c2c(nc(-c3cnn(CC#Cc4cccc(F)c4)c3)n2COCC[Si](C)(C)C)n(C)c1=O. Yields the product Cn1c(=O)c2[nH]c(-c3cnn(CC#Cc4cccc(F)c4)c3)nc2n(C)c1=O. Reaction SMILES: [CH3:38][CH2:39][OH:40].[ClH:37].[F:1][c:2]1[cH:3][c:4]([C:8]#[C:9][CH2:10][n:11]2[n:12][cH:13][c:14](-[c:16]3[n:17][c:18]4[n:19]([CH3:36])[c:20](=[O:35])[n:21]([CH3:34])[c:22](=[O:33])[c:23]4[n:24]3[CH2:25][O:26][CH2:27][CH2:28][Si:29]([CH3:30])([CH3:31])[CH3:32])[cH:15]2)[cH:5][cH:6][cH:7]1>>[F:1][c:2]1[cH:3][c:4]([C:8]#[C:9][CH2:10][n:11]2[n:12][cH:13][c:14](-[c:16]3[n:17][c:18]4[n:19]([CH3:36])[c:20](=[O:35])[n:21]([CH3:34])[c:22](=[O:33])[c:23]4[nH:24]3)[cH:15]2)[cH:5][cH:6][cH:7]1. Reactants: [BH4-], CCCCCCn1c(=O)c2c(ncn2CCCCC(C)=O)n(C)c1=O, CO, CC(=O)O, [Na+]. The product is CCCCCCn1c(=O)c2c(ncn2CCCCC(C)O)n(C)c1=O. As a reaction SMILES: [BH4-:28].[CH2:1]([CH2:2][CH2:3][CH2:4][CH2:5][CH3:6])[n:7]1[c:8](=[O:9])[n:10]([CH3:25])[c:11]2[n:12][cH:13][n:14]([CH2:18][CH2:19][CH2:20][CH2:21][C:22]([CH3:23])=[O:24])[c:15]2[c:16]1=[O:17].[CH3:26][OH:27].[CH3:30][C:31](=[O:32])[OH:33].[Na+:29]>>[CH2:1]([CH2:2][CH2:3][CH2:4][CH2:5][CH3:6])[n:7]1[c:8](=[O:9])[n:10]([CH3:25])[c:11]2[n:12][cH:13][n:14]([CH2:18][CH2:19][CH2:20][CH2:21][CH:22]([CH3:23])[OH:24])[c:15]2[c:16]1=[O:17].